Dataset: the Open Reaction Database (ORD), a public repository of structured organic reaction records. Task: describe an organic reaction: reactants, conditions, products, and yield Starting materials: [N+](=O)([O-])C1=C2C=NNC2=C(C(=C1C)C)[N+](=O)[O-] (4,7-dinitro-5,6-dimethylindazole), Cl (hydrochloric acid). Reagents/catalysts: [Pd] (Pd on carbon). The solvent is C(C)O (ethanol). Yields the product O.Cl.Cl.NC1=C2C=NNC2=C(C(=C1C)C)N (4,7-Diamino-5,6-dimethylindazole dihydrochloride monohydrate). Reaction SMILES: [N+:1]([C:4]1[C:12]([CH3:13])=[C:11]([CH3:14])[C:10]([N+:15]([O-])=O)=[C:9]2[C:5]=1[CH:6]=[N:7][NH:8]2)([O-])=[O:2].[ClH:18]>[Pd].C(O)C>[OH2:2].[ClH:18].[ClH:18].[NH2:1][C:4]1[C:12]([CH3:13])=[C:11]([CH3:14])[C:10]([NH2:15])=[C:9]2[C:5]=1[CH:6]=[N:7][NH:8]2 |f:4.5.6.7|. Procedure details: 1.8 g. of 4,7-dinitro-5,6-dimethylindazole, prepared in accordance with the procedure of E. Nelting, Ber. 37, 2556 (1904), were hydrogenated at room temperature in 50 ml. of ethanol and 5 ml. of concentrated hydrochloric acid in the presence of 0.1 g. of catalyst (10% Pd on carbon). After the absorption of H2 ceased, the product was filtered off from the catalyst and reduced. Brown crystals were obtained. Analysis: Reactants: C(C)(=O)C1=C(C(=CC(=C1)C)C)NC(=O)C=1SC=CC1S(=O)(=O)NC1=C(C(=NO1)C)Cl (N-(2-acetyl-4,6-dimethylphenyl)-3-(((4-chloro-3-methyl-5-isoxazolyl)amino)sulfonyl)-2-thiophenecarboxamide), ClC=1C(=NOC1N(S(=O)(=O)C1=C(SC(=C1)C)C(=O)Cl)COC)C (N-(4-chloro-3-methyl-5-isoxazolyl)-N-methoxymethyl-3-sulfamoyl-5-methyl-2-thiophenecarboxylic acid chloride). Product: C(C)(=O)C1=C(C(=CC(=C1)C)C)NC(=O)C=1SC(=CC1S(=O)(=O)NC1=C(C(=NO1)C)Cl)C (N-(2-Acetyl-4,6-dimethylphenyl)-3-(((4-chloro-3-methyl-5-isoxazolyl)amino)sulfonyl)-5-methyl-2-thiophenecarboxamide). RXN SMILES: [C:1]([C:4]1[CH:9]=[C:8]([CH3:10])[CH:7]=[C:6]([CH3:11])[C:5]=1[NH:12][C:13]([C:15]1[S:16][CH:17]=[CH:18][C:19]=1[S:20]([NH:23][C:24]1[O:28][N:27]=[C:26]([CH3:29])[C:25]=1[Cl:30])(=[O:22])=[O:21])=[O:14])(=[O:3])[CH3:2].Cl[C:32]1C(C)=NOC=1N(COC)S(C1C=C(C)SC=1C(Cl)=O)(=O)=O>>[C:1]([C:4]1[CH:9]=[C:8]([CH3:10])[CH:7]=[C:6]([CH3:11])[C:5]=1[NH:12][C:13]([C:15]1[S:16][C:17]([CH3:32])=[CH:18][C:19]=1[S:20]([NH:23][C:24]1[O:28][N:27]=[C:26]([CH3:29])[C:25]=1[Cl:30])(=[O:21])=[O:22])=[O:14])(=[O:3])[CH3:2]. Reported procedure: N-(2-Acetyl-4,6-dimethylphenyl)-3-(((4-chloro-3-methyl-5-isoxazolyl)amino)sulfonyl)-5-methyl-2-thiophenecarboxamide was synthesized in the same fashion as for N-(2-acetyl-4,6-dimethylphenyl)-3-(((4-chloro-3-methyl-5-isoxazolyl)amino)sulfonyl)-2-thiophenecarboxamide (Example 39) except that N-(4-chloro-3-methyl-5-isoxazolyl)-N-methoxymethyl-3-sulfamoyl-5-methyl-2-thiophenecarboxylic acid chloride was used instead of N-(4-chloro-3-methyl-5-isoxazolyl)-N-methoxymethyl-3-sulfamoyl-2-thiophenecarboxy... The solvent is C(C)(=O)OCC (ethyl acetate), Cl (hydrochloric acid), C(C)(=O)OCC (ethyl acetate). Starting materials: C([O-])(O)=O.[Na+] (sodium bicarbonate), FC(C=1C=C(CN(C2=NC=C(C=N2)N2CCOCC2)CC2=C(C=CC(=C2)C(F)(F)F)N(C(=O)OCCC(=O)OC(C)(C)C)CC)C=C(C1)C(F)(F)F)(F)F (Tert-butyl 3-[(2-{[(3,5-bis-trifluoromethyl-benzyl)-(5-morpholin-4-yl-pyrimidin-2-yl)-amino]-methyl}-4-trifluoromethyl-phenyl)-ethyl-carbamoyloxy]-propionate). Procedure: Tert-butyl 3-[(2-{[(3,5-bis-trifluoromethyl-benzyl)-(5-morpholin-4-yl-pyrimidin-2-yl)-amino]-methyl}-4-trifluoromethyl-phenyl)-ethyl-carbamoyloxy]-propionate (114 mg) is dissolved in a 4N-hydrochloric acid in ethyl acetate (5 ml), and the mixture is stirred at room temperature for 1 hour and 30 minutes. Thereto are added a saturated aqueous sodium bicarbonate solution and ethyl acetate, and the mixture is separated, and the organic layer is washed with a saturated brine, dried over magnesium sul... As a reaction SMILES: [F:1][C:2]([F:54])([F:53])[C:3]1[CH:4]=[C:5]([CH:46]=[C:47]([C:49]([F:52])([F:51])[F:50])[CH:48]=1)[CH2:6][N:7]([CH2:20][C:21]1[CH:26]=[C:25]([C:27]([F:30])([F:29])[F:28])[CH:24]=[CH:23][C:22]=1[N:31]([CH2:44][CH3:45])[C:32]([O:34][CH2:35][CH2:36][C:37]([O:39]C(C)(C)C)=[O:38])=[O:33])[C:8]1[N:13]=[CH:12][C:11]([N:14]2[CH2:19][CH2:18][O:17][CH2:16][CH2:15]2)=[CH:10][N:9]=1.C(=O)(O)[O-].[Na+]>Cl.C(OCC)(=O)C>[F:52][C:49]([F:50])([F:51])[C:47]1[CH:46]=[C:5]([CH:4]=[C:3]([C:2]([F:53])([F:1])[F:54])[CH:48]=1)[CH2:6][N:7]([CH2:20][C:21]1[CH:26]=[C:25]([C:27]([F:28])([F:29])[F:30])[CH:24]=[CH:23][C:22]=1[N:31]([CH2:44][CH3:45])[C:32]([O:34][CH2:35][CH2:36][C:37]([OH:39])=[O:38])=[O:33])[C:8]1[N:13]=[CH:12][C:11]([N:14]2[CH2:19][CH2:18][O:17][CH2:16][CH2:15]2)=[CH:10][N:9]=1 |f:1.2|. Product: FC(C=1C=C(CN(C2=NC=C(C=N2)N2CCOCC2)CC2=C(C=CC(=C2)C(F)(F)F)N(C(=O)OCCC(=O)O)CC)C=C(C1)C(F)(F)F)(F)F (3-[(2-{[(3,5-bis-trifluoromethyl-benzyl)-(5-morpholin-4-yl-pyrimidin-2-yl)-amino]-methyl}-4-trifluoromethyl-phenyl)-ethyl-carbamoyloxy]-propionic acid). Yield: 76.6%. Run at time 30 minute.